From a dataset of the Open Reaction Database (ORD), a public repository of structured organic reaction records. describe an organic reaction: reactants, conditions, products, and yield The reactants are CCC(=O)Cl, O=C(O)C(F)(F)F, O=C(O)C(F)(F)F, CCC(=O)NC1CC(n2cnc3c(N)nc(Cl)nc32)C(O)C1O, NC1CC(n2cnc3c(Cl)nc(Cl)nc32)C(O)C1O. Yields the product CCC(=O)NC1CC(n2cnc3c(Cl)nc(Cl)nc32)C(O)C1O. Reaction SMILES: [C:27]([CH2:28][CH3:29])(=[O:30])[Cl:31].[F:1][C:2]([F:3])([F:4])[C:5]([OH:6])=[O:7].[F:32][C:33]([F:34])([F:35])[C:36]([OH:37])=[O:38].[NH2:39][c:40]1[n:41][c:42]([Cl:43])[n:44][c:45]2[c:46]1[n:47][cH:48][n:49]2[CH:50]1[CH2:51][CH:52]([NH:53][C:54](=[O:55])[CH2:56][CH3:57])[CH:58]([OH:59])[CH:60]1[OH:61].[NH2:8][CH:9]1[CH:10]([OH:26])[CH:11]([OH:25])[CH:12]([n:14]2[c:15]3[n:16][c:17]([Cl:24])[n:18][c:19]([Cl:23])[c:20]3[n:21][cH:22]2)[CH2:13]1>>[NH:8]([CH:9]1[CH:10]([OH:26])[CH:11]([OH:25])[CH:12]([n:14]2[c:15]3[n:16][c:17]([Cl:24])[n:18][c:19]([Cl:23])[c:20]3[n:21][cH:22]2)[CH2:13]1)[C:27]([CH2:28][CH3:29])=[O:30]. Reactants: COC(=O)CBr, CN(C)C=O, CCOC(C)=O, [K+], [K+], NC(COCc1cc(C(F)(F)F)cc(C(F)(F)F)c1)C(c1ccccc1)c1ccccc1, O=C([O-])[O-]. Product: COC(=O)CNC(COCc1cc(C(F)(F)F)cc(C(F)(F)F)c1)C(c1ccccc1)c1ccccc1. Reaction SMILES: [Br:44][CH2:45][C:46](=[O:47])[O:48][CH3:49].[CH3:39][N:40]([CH3:41])[CH:42]=[O:43].[CH3:50][CH2:51][O:52][C:53](=[O:54])[CH3:55].[K+:33].[K+:34].[NH2:1][CH:2]([CH2:3][O:4][CH2:5][c:6]1[cH:7][c:8]([C:16]([F:17])([F:18])[F:19])[cH:9][c:10]([C:12]([F:13])([F:14])[F:15])[cH:11]1)[CH:20]([c:21]1[cH:22][cH:23][cH:24][cH:25][cH:26]1)[c:27]1[cH:28][cH:29][cH:30][cH:31][cH:32]1.[O-:35][C:36]([O-:37])=[O:38]>>[NH:1]([CH:2]([CH2:3][O:4][CH2:5][c:6]1[cH:7][c:8]([C:16]([F:17])([F:18])[F:19])[cH:9][c:10]([C:12]([F:13])([F:14])[F:15])[cH:11]1)[CH:20]([c:21]1[cH:22][cH:23][cH:24][cH:25][cH:26]1)[c:27]1[cH:28][cH:29][cH:30][cH:31][cH:32]1)[CH2:45][C:46](=[O:47])[O:48][CH3:49]. Starting materials: S(=O)(=O)([O-])C1=CC=C(C)C=C1 (tosylate), C1(=CC=CC=C1)P(C1=CC=CC=C1)C1=CC=CC=C1 (triphenylphoshine), phenyl, Intermediate 12, Intermediate 11, CC1=CC=C(C=C1)S(=O)(=O)OCC(CC=1C(=C2CCCC2=C(C1)C)O)O ((±)-2-hydroxy-3-(4-hydroxy-7-methyl-2,3-dihydro-1H-inden-5-yl)propyl 4-methylbenzenesulfonate), CCOC(=O)/N=N/C(=O)OCC (diethylazodicarboxylate). Reagents/catalysts: [Pd] (palladium on carbon). Yields the product CC1=CC=C(C=C1)S(=O)(=O)OCC1CC2=C(O1)C=1CCCC1C(=C2)C ((±)-(5-methyl-3,6,7,8-tetrahydro-2H-indeno[4,5-b]furan-2-yl)methyl 4-methylbenzenesulfonate). Isolated yield 91.0%. Reaction SMILES: S(C1C=CC(C)=CC=1)([O-])(=O)=O.[CH3:12][C:13]1[CH:18]=[CH:17][C:16]([S:19]([O:22][CH2:23][CH:24]([OH:37])[CH2:25][C:26]2[C:27](O)=[C:28]3[C:32](=[C:33]([CH3:35])[CH:34]=2)[CH2:31][CH2:30][CH2:29]3)(=[O:21])=[O:20])=[CH:15][CH:14]=1.C1(P(C2C=CC=CC=2)C2C=CC=CC=2)C=CC=CC=1.CCOC(/N=N/C(OCC)=O)=O>[Pd]>[CH3:12][C:13]1[CH:14]=[CH:15][C:16]([S:19]([O:22][CH2:23][CH:24]2[O:37][C:27]3[C:28]4[CH2:29][CH2:30][CH2:31][C:32]=4[C:33]([CH3:35])=[CH:34][C:26]=3[CH2:25]2)(=[O:21])=[O:20])=[CH:17][CH:18]=1. Reported procedure: To a solution of (±)-3-[4-(benzyloxy)-7-methyl-2,3-dihydro-1H-inden-5-yl]propane-1,2-diol (9.12 g, 0.029 mol) in anhydrous pyridine (290 mL) cooled to 0° C. was added p-toluenesulfonyl chloride (5.84 g, 0.031 mol) and the reaction mixture was allowed to stir for at 0° C. 12 h. The reaction mixture was quenched by the addition of water (10 mL) and the reaction mixture was allowed to stir at room temperature for 15 min. The reaction mixture was diluted with ethyl acetate (800 mL) and washed with a...